From a dataset of the Open Reaction Database (ORD), a public repository of structured organic reaction records. describe an organic reaction: reactants, conditions, products, and yield The reactants are C[C@@H]1NCCC1 ((S)-2-methyl-pyrrolidine), C[C@@H]1N(CCC1)[C@@H]1CNCC1 ((2S,3′S)-2-methyl-[1,3′]bipyrroldinyl). The product is N1(CCCC1)[C@H]1CNCC1 ((R)-[1,3′]bipyrrolidinyl). As a reaction SMILES: C[C@H]1CCCN1.C[C@H:8]1[CH2:12][CH2:11][CH2:10][N:9]1[C@H:13]1[CH2:17][CH2:16][NH:15][CH2:14]1>>[N:9]1([C@@H:13]2[CH2:17][CH2:16][NH:15][CH2:14]2)[CH2:10][CH2:11][CH2:12][CH2:8]1. Reported procedure: By use of (S)-2-methyl-pyrrolidine in the substitution reaction step (2S,3′S)-2-methyl-[1,3′]bipyrroldinyl is obtained. Starting materials: P(Br)(Br)Br (phosphorus tribromide), ice water, Br (hydrogen bromide), BrC=1C=C(CO)C=C(C1)F (3-Bromo-5-fluorobenzyl alcohol). The solvent is C(C)O (ethanol). Yields the product BrC=1C=C(CBr)C=C(C1)F (3-Bromo-5-fluorobenzyl Bromide). The yield is 66.0%. Reaction SMILES: P(Br)(Br)Br.[BrH:5].[Br:6][C:7]1[CH:8]=[C:9]([CH:12]=[C:13]([F:15])[CH:14]=1)[CH2:10]O>C(O)C>[Br:6][C:7]1[CH:8]=[C:9]([CH:12]=[C:13]([F:15])[CH:14]=1)[CH2:10][Br:5]. Reported procedure: While phosphorus tribromide (3.65 g) was stirred, 47% aqueous hydrogen bromide solution (18.3 ml) was added in such a manner that the reaction temperature did not exceed 40° C. 3-Bromo-5-fluorobenzyl alcohol (7.70 g) in ethanol (6 ml) was added dropwise thereto, and the mixture was refluxed for 5 hours in an oil bath. The reaction mixture was cooled, and poured into ice/water, followed by extraction with n-hexane (150 ml). The organic layer was washed with saturated brine, and dried over magnesi... As a reaction SMILES: [NH2:1][C:2]1[N:7]=[C:6]([C:8]2[NH:12][C:11]([C:13]3[CH:18]=[C:17]([Cl:19])[CH:16]=[CH:15][C:14]=3[CH3:20])=[C:10]([C:21]([OH:23])=O)[CH:9]=2)[CH:5]=[CH:4][N:3]=1.[CH3:24][N:25](C=O)C.C1COCC1.C1COCC1.CCN=C=NCCCN(C)C.Cl.C1C=CC2N(O)N=NC=2C=1>CN.O>[NH2:1][C:2]1[N:7]=[C:6]([C:8]2[NH:12][C:11]([C:13]3[CH:18]=[C:17]([Cl:19])[CH:16]=[CH:15][C:14]=3[CH3:20])=[C:10]([C:21]([NH:25][CH3:24])=[O:23])[CH:9]=2)[CH:5]=[CH:4][N:3]=1 |f:1.2,4.5|. Starting materials: CCN=C=NCCCN(C)C.Cl (EDCl), C=1C=CC2=C(C1)N=NN2O (HOBT), NC1=NC=CC(=N1)C1=CC(=C(N1)C1=C(C=CC(=C1)Cl)C)C(=O)O (5-(2-aminopyrimidin-4-yl)-2-(5-chloro-2-methylphenyl)-1H-pyrrole-3-carboxylic acid), CN(C)C=O.C1CCOC1 (DMF THF), C1CCOC1 (THF). The yield is 84.4%. Procedure details: To a solution of 5-(2-aminopyrimidin-4-yl)-2-(5-chloro-2-methylphenyl)-1H-pyrrole-3-carboxylic acid (142 mg, 0.43 mmol) in DMF/THF 1/1 (4 mL) DIPEA (0.301 mL, 1.72 mmol) and MeNH2 2 M in THF (0.432 mL, 0.86 mmol) were added and the solution was stirred at 0° C. EDCl (157 mg, 0.86 mmol) and HOBT (117 mg, 0.86 mmol) were added and the reaction mixture was stirred for 4 h at room temperature. The mixture was diluted with water and extracted with DCM (4×10 mL). The organic phase was washed with brin... The solvent is O (water), CN (MeNH2). Run at temperature 0 celsius. Yields the product NC1=NC=CC(=N1)C1=CC(=C(N1)C1=C(C=CC(=C1)Cl)C)C(=O)NC (5-(2-Aminopyrimidin-4-yl)-2-(5-chloro-2-methylphenyl)-N-methyl-1H-pyrrole-3-carboxamide).